This data is from the Open Reaction Database (ORD), a public repository of structured organic reaction records. The task is: describe an organic reaction: reactants, conditions, products, and yield Reactants: Cc1ccccc1, O=C(Cl)Cl, COc1cc(OC)c(Cl)c(N)c1Cl, COc1ccc(Cl)c(NC(=O)N(C)c2cc(Nc3ccc(N4CCN(C)CC4)cc3)ncn2)c1Cl, C1COCCO1. Yields the product COc1cc(OC)c(Cl)c(NC(=O)N(C)c2cc(Nc3ccc(N4CCN(C)CC4)cc3)ncn2)c1Cl. Reaction SMILES: [CH3:18][c:19]1[cH:20][cH:21][cH:22][cH:23][cH:24]1.[Cl:14][C:15](=[O:16])[Cl:17].[Cl:1][c:2]1[c:3]([NH2:4])[c:5]([Cl:13])[c:6]([O:11][CH3:12])[cH:7][c:8]1[O:9][CH3:10].[Cl:25][c:26]1[c:27]([O:28][CH3:29])[cH:30][cH:31][c:32]([Cl:33])[c:34]1[NH:35][C:36]([N:37]([c:38]1[n:39][cH:40][n:41][c:42]([NH:44][c:45]2[cH:46][cH:47][c:48]([N:51]3[CH2:52][CH2:53][N:54]([CH3:57])[CH2:55][CH2:56]3)[cH:49][cH:50]2)[cH:43]1)[CH3:58])=[O:59].[O:60]1[CH2:61][CH2:62][O:63][CH2:64][CH2:65]1>>[Cl:1][c:2]1[c:3]([NH:4][C:36]([N:37]([c:38]2[n:39][cH:40][n:41][c:42]([NH:44][c:45]3[cH:46][cH:47][c:48]([N:51]4[CH2:52][CH2:53][N:54]([CH3:57])[CH2:55][CH2:56]4)[cH:49][cH:50]3)[cH:43]2)[CH3:58])=[O:59])[c:5]([Cl:13])[c:6]([O:11][CH3:12])[cH:7][c:8]1[O:9][CH3:10]. Reactants: CO, Nc1ncnc2c1ncn2C1C=CC(CO)O1. The product is Nc1ncnc2c1ncn2C1CCC(CO)O1. RXN SMILES: [CH3:18][OH:19].[CH:1]1([n:8]2[cH:9][n:10][c:11]3[c:12]([NH2:13])[n:14][cH:15][n:16][c:17]23)[CH:2]=[CH:3][CH:4]([CH2:5][OH:6])[O:7]1>>[CH:1]1([n:8]2[cH:9][n:10][c:11]3[c:12]([NH2:13])[n:14][cH:15][n:16][c:17]23)[CH2:2][CH2:3][CH:4]([CH2:5][OH:6])[O:7]1. Reactants: C(C)(C)(C)OC(=O)CON=C(C(=O)NC1[C@@H]2N(C(=C(CS2)C[N+]2=CC=CC=C2)C(=O)[O-])C1=O)C1=NC(=CC=C1)N (7-[2-tert-butoxycarbonylmethoxyimino-2-(6-aminopyridin-2-yl)acetamido]-3-(1-pyridiniomethyl)-3-cephem-4-carboxylate), Cl (hydrochloric acid). The solvent is C(=O)O (formic acid). Product: C(=O)(O)CON=C(C(=O)NC1[C@@H]2N(C(=C(CS2)C[N+]2=CC=CC=C2)C(=O)[O-])C1=O)C1=NC(=CC=C1)N (7-[2-carboxymethoxyimino-2-(6-aminopyridin-2-yl)acetamido]-3-(1-pyridiniomethyl)-3-cephem-4-carboxylate). The yield is 66.6%. As a reaction SMILES: C([O:5][C:6]([CH2:8][O:9][N:10]=[C:11]([C:34]1[CH:39]=[CH:38][CH:37]=[C:36]([NH2:40])[N:35]=1)[C:12]([NH:14][CH:15]1[C:32](=[O:33])[N:17]2[C:18]([C:29]([O-:31])=[O:30])=[C:19]([CH2:22][N+:23]3[CH:28]=[CH:27][CH:26]=[CH:25][CH:24]=3)[CH2:20][S:21][C@H:16]12)=[O:13])=[O:7])(C)(C)C.Cl>C(O)=O>[C:6]([CH2:8][O:9][N:10]=[C:11]([C:34]1[CH:39]=[CH:38][CH:37]=[C:36]([NH2:40])[N:35]=1)[C:12]([NH:14][CH:15]1[C:32](=[O:33])[N:17]2[C:18]([C:29]([O-:31])=[O:30])=[C:19]([CH2:22][N+:23]3[CH:24]=[CH:25][CH:26]=[CH:27][CH:28]=3)[CH2:20][S:21][C@H:16]12)=[O:13])([OH:7])=[O:5]. Procedure details: To a solution of 7-[2-tert-butoxycarbonylmethoxyimino-2-(6-aminopyridin-2-yl)acetamido]-3-(1-pyridiniomethyl)-3-cephem-4-carboxylate (syn isomer) (5.0 g) in formic acid (50 ml) was added conc. hydrochloric acid (2 ml), and the mixture was stirred at ambient temperature for an hour. After the solvent was removed by distillation under reduced pressure, the residue was dissolved in water (100 ml), followed by subjecting to column chromatography on a non-ionic adsorption resin, "Diaion HP-20" (200 m... The reactants are [NH4+].[OH-] (NH4OH), Cl (HCl), C(=O)(C=1NC=CN1)C=1NC=CN1 (Carbonyl diimidazole), CC1=C(COC2=CC=C(C=C2)C(CC(=O)O)C#CC)C=CC=C1 (3-[4-(2-Methyl-benzyloxy)-phenyl]-hex-4-ynoic acid). The solvent is C1CCOC1 (THF), O (water). Conditions: time 2 hour. Yields the product CC1=C(COC2=CC=C(C=C2)C(CC(=O)N)C#CC)C=CC=C1 (3-[4-(2-Methyl-benzyloxy)-phenyl]-hex-4-ynoic acid amide). Yield: 65.9%. As a reaction SMILES: C(C1NC=CN=1)(C1[NH:4]C=CN=1)=O.[CH3:13][C:14]1[CH:35]=[CH:34][CH:33]=[CH:32][C:15]=1[CH2:16][O:17][C:18]1[CH:23]=[CH:22][C:21]([CH:24]([C:29]#[C:30][CH3:31])[CH2:25][C:26](O)=[O:27])=[CH:20][CH:19]=1.[NH4+].[OH-].Cl>C1COCC1.O>[CH3:13][C:14]1[CH:35]=[CH:34][CH:33]=[CH:32][C:15]=1[CH2:16][O:17][C:18]1[CH:23]=[CH:22][C:21]([CH:24]([C:29]#[C:30][CH3:31])[CH2:25][C:26]([NH2:4])=[O:27])=[CH:20][CH:19]=1 |f:2.3|. Procedure details: Carbonyl diimidazole (0.46 g, 2.84 mmol) was added to a solution of 3-[4-(2-Methyl-benzyloxy)-phenyl]-hex-4-ynoic acid (See Example 13) (0.73 g, 2.37 mmol) in anhydrous THF (10 mL). The mixture was stirred at room temperature for 2 hours. Concentrated NH4OH (10 mL) was then added to the mixture, and the reaction was stirred at room temperature overnight. The reaction mixture was poured into water (300 mL) and the solution was adjusted to pH=7 with conc. HCl. The aqueous layer was then extracted ... Reactants: ClC1=NC=CN=C1Cl (2,3-dichloropyrazine), CN1N=CC(=C1)B1OC(C(O1)(C)C)(C)C (1-methyl-4-(4,4,5,5-tetramethyl-1,3,2-dioxaborolan-2-yl)-1H-pyrazole), C(=O)([O-])[O-].[Na+].[Na+] (Na2CO3), COCCOC (1,2-dimethoxyethane). The reagents and catalysts are Cl[Pd]([P](C1=CC=CC=C1)(C2=CC=CC=C2)C3=CC=CC=C3)([P](C4=CC=CC=C4)(C5=CC=CC=C5)C6=CC=CC=C6)Cl (bis(triphenylphosphine)palladium(II) dichloride). The solvent is O (water). Reaction conditions: temperature 90 celsius. Yields the product ClC1=NC=CN=C1C=1C=NN(C1)C (2-chloro-3-(1-methyl-1H-pyrazol-4-yl)pyrazine). The yield is 53.3%. Reaction SMILES: Cl[C:2]1[C:7]([Cl:8])=[N:6][CH:5]=[CH:4][N:3]=1.[CH3:9][N:10]1[CH:14]=[C:13](B2OC(C)(C)C(C)(C)O2)[CH:12]=[N:11]1.C([O-])([O-])=O.[Na+].[Na+].COCCOC>Cl[Pd](Cl)([P](C1C=CC=CC=1)(C1C=CC=CC=1)C1C=CC=CC=1)[P](C1C=CC=CC=1)(C1C=CC=CC=1)C1C=CC=CC=1.O>[Cl:8][C:7]1[C:2]([C:13]2[CH:12]=[N:11][N:10]([CH3:9])[CH:14]=2)=[N:3][CH:4]=[CH:5][N:6]=1 |f:2.3.4,^1:38,57|. Reported procedure: To 2,3-dichloropyrazine (1.12 g, 7.52 mmol), 1-methyl-4-(4,4,5,5-tetramethyl-1,3,2-dioxaborolan-2-yl)-1H-pyrazole (1.56 g, 7.52 mmol), bis(triphenylphosphine)palladium(II) dichloride (270 mg, 0.38 mmol), and Na2CO3 (2.4 g, 22.56 mmol) in a pressure tube were added 1,2-dimethoxyethane (15 mL) and water (2 mL). The flask was evacuated and flushed with argon (3×) and then sealed and heated at 90° C. overnight. The mixture was concentrated under reduced pressure and purified by silica gel chromatogr... Starting materials: N1(CCCCC1)C(=O)C1=CC=2C(C3=CC(=CC=C3C2C=C1)C(=O)N1CCCCC1)=O (2,7-bis(piperidinocarbonyl)fluoren-9-one), C(C=C)N(C(=O)C1=CC=2C(C3=CC(=CC=C3C2C=C1)C(=O)N(CC=C)CC=C)=O)CC=C (N,N,N',N'-tetraallyl-9-oxo-fluorene-2,7-dicarboxamide), C(C)N(C(=O)C1=CC=2C(C3=CC(=CC=C3C2C=C1)C(=O)N(CC)CC)=O)CC (N,N,N',N'-tetraethyl-9-oxofluorene-2,7-dicarboxamide). The product is N1(CCCCC1)CC1=CC=2C(C3=CC(=CC=C3C2C=C1)CN1CCCCC1)O (2,7-bis(piperidinomethyl)fluoren-9-ol). As a reaction SMILES: [N:1]1([C:7]([C:9]2[CH:21]=[CH:20][C:19]3[C:18]4[C:13](=[CH:14][C:15]([C:22]([N:24]5[CH2:29][CH2:28][CH2:27][CH2:26][CH2:25]5)=O)=[CH:16][CH:17]=4)[C:12](=[O:30])[C:11]=3[CH:10]=2)=O)[CH2:6][CH2:5][CH2:4][CH2:3][CH2:2]1.C(N(CC=C)C(C1C=CC2C3C(=CC(C(N(CC=C)CC=C)=O)=CC=3)C(=O)C=2C=1)=O)C=C.C(N(CC)C(C1C=CC2C3C(=CC(C(N(CC)CC)=O)=CC=3)C(=O)C=2C=1)=O)C>>[N:1]1([CH2:7][C:9]2[CH:21]=[CH:20][C:19]3[C:18]4[C:13](=[CH:14][C:15]([CH2:22][N:24]5[CH2:29][CH2:28][CH2:27][CH2:26][CH2:25]5)=[CH:16][CH:17]=4)[CH:12]([OH:30])[C:11]=3[CH:10]=2)[CH2:6][CH2:5][CH2:4][CH2:3][CH2:2]1. Procedure: Following essentially the same procedure but substituting an equivalent molar amount of 2,7-bis(piperidinocarbonyl)fluoren-9-one and N,N,N',N'-tetraallyl-9-oxo-fluorene-2,7-dicarboxamide for the N,N,N',N'-tetraethyl-9-oxofluorene-2,7-dicarboxamide above, results in the formation of 2,7-bis(piperidinomethyl)fluoren-9-ol, having a m.p. of 152.5°-3.5°C,λmax0.1N HCl 231, and E 1cm1% 688, and 2,7-bis(diallylaminomethyl)fluoren-9-ol hydrochloride, respectively, having a m.p. 220.5°-1.5°C, λmax0.1N HCl... Starting materials: COC(C)C1OC1C (2-(1-methoxyethyl)-3-methyl oxirane), CO.OS(=O)(=O)O (MeOH H2SO4), CO[Na] (MeONa). Run in CO (methanol). The product is COC(C)C(C(C)OC)O (2,4-dimethoxy-3-hydroxy pentane). RXN SMILES: CO[Na].[CH3:4][O:5][CH:6]([CH:8]1[CH:10]([CH3:11])[O:9]1)[CH3:7].[CH3:12][OH:13].OS(O)(=O)=O>CO>[CH3:12][O:13][CH:10]([CH:8]([OH:9])[CH:6]([O:5][CH3:4])[CH3:7])[CH3:11] |f:2.3|. Reported procedure: 3-Pentanone was brominated to get 2,4-dibromo-3-pentanone (1.2.4.11) using conventional methods. The dibromoketone was reduced with BH3 *THF to the corresponding alcohol (1.2.4.15). This compound was reacted with MeONa in methanol to yield 2-(1-bromoethyl)-3-methyl oxirane (1.2.4.13) which after reaction with MeOH/H2SO4 gave 2-bromo-3-hydroxy-4-methoxy pentane (1.2.4.38). This intermediate was reacted again with MeONa in methanol and the resulting 2-(1-methoxyethyl)-3-methyl oxirane (1.2.4.22) w... The reactants are C(C)=O (Ethanone), OC1=C(C=CC(=C1)OC)C(C)=O (1-(2-hydroxy-4-methoxyphenyl)-ethanone), BrCC(=O)OCC (ethyl bromoacetate), C([O-])([O-])=O.[K+].[K+] (potassium carbonate), CN(C=O)C (N,N-Dimethylformamide), ice water. Run at temperature 90 celsius. The product is C(C)OC(COC1=C(C=CC(=C1)OC)C(C)=O)=O ((2-Acetyl-5-methoxy-phenoxy)-acetic acid ethyl ester). RXN SMILES: C(=O)C.[OH:4][C:5]1[CH:10]=[C:9]([O:11][CH3:12])[CH:8]=[CH:7][C:6]=1[C:13](=[O:15])[CH3:14].Br[CH2:17][C:18]([O:20][CH2:21][CH3:22])=[O:19].C(=O)([O-])[O-].[K+].[K+].CN(C)C=O>>[CH2:21]([O:20][C:18](=[O:19])[CH2:17][O:4][C:5]1[CH:10]=[C:9]([O:11][CH3:12])[CH:8]=[CH:7][C:6]=1[C:13](=[O:15])[CH3:14])[CH3:22] |f:3.4.5|. Procedure details: Into a Round bottom flask was added Ethanone, 1-(2-hydroxy-4-methoxyphenyl)-ethanone (40.01 g, 0.241 mol), ethyl bromoacetate (28.17 mL, 0.2540 mol), potassium carbonate (69.6 g, 0.504 mol), and N,N-Dimethylformamide (200 mL, 2 mol). The reaction was heated at 90° C. for 6 h before cooling to RT overnight. The reaction was poured into ice/water and extracted with ethyl ether (twice). The combined ether extracts were dried, filtered and concentrated. The resulting solid was triturated in hexanes,... Reactants: [OH-].[Na+] (NaOH), C(C)(=O)O[C@H]1C=C(C(C1)=O)CC1=CC(=CC=C1)OCC1=CC=CC=C1 ((R)-3-(3-Benzyloxybenzyl)-4-oxocyclopent-2-enyl acetate), C(C)(=O)O[C@H]1C=C(C(C1)=O)CC1=CC(=CC=C1)OCC1=CC=CC=C1 ((R)-3-(3-Benzyloxybenzyl)-4-oxocycl opent-2-enyl acetate). The solvent is OP(=O)(O)[O-].[K+].OP(=O)(O)O (KH2PO4 H3PO4). Conditions: time 8 hour. Product: O[C@H]1C=C(C(C1)=O)CC1=CC(=CC=C1)OCC1=CC=CC=C1 ((R)-4-hydroxy-2-(3-benzyloxybenzyl)cyclopent-2-enone). Yield: 83.0%. Reaction SMILES: C([O:4][C@@H:5]1[CH2:9][C:8](=[O:10])[C:7]([CH2:11][C:12]2[CH:17]=[CH:16][CH:15]=[C:14]([O:18][CH2:19][C:20]3[CH:25]=[CH:24][CH:23]=[CH:22][CH:21]=3)[CH:13]=2)=[CH:6]1)(=O)C.[OH-].[Na+]>OP([O-])(O)=O.[K+].OP(O)(O)=O>[OH:4][C@@H:5]1[CH2:9][C:8](=[O:10])[C:7]([CH2:11][C:12]2[CH:17]=[CH:16][CH:15]=[C:14]([O:18][CH2:19][C:20]3[CH:25]=[CH:24][CH:23]=[CH:22][CH:21]=3)[CH:13]=2)=[CH:6]1 |f:1.2,3.4.5|. Procedure: (R)-3-(3-Benzyloxybenzyl)-4-oxocyclopent-2-enyl acetate (1.8 kg, 5.35 mol) was added to KH2PO4—H3PO4 buffer solution (20 L). The mixture was added Lipase derived from Pseudomonas cepacia and 1N NaOH was slowly added to the solution at room temperature to keep the ph=7˜7.5. After 8 hours, (R)-3-(3-Benzyloxybenzyl)-4-oxocycl opent-2-enyl acetate remained about 10%, The reaction mixture was filtered to remove Lipase and the filtrate was extracted with EtOAc, dried over MgSO4, and evaporated. The re... Product: O=C(NCc1ccncc1)c1cccc(-c2nc(N3CCOCC3)nc3c2CCN3c2ccncc2)c1. Reaction SMILES: [NH2:31][CH2:32][c:33]1[cH:34][cH:35][n:36][cH:37][cH:38]1.[O:1]1[CH2:2][CH2:3][N:4]([c:7]2[n:8][c:9](-[c:22]3[cH:23][c:24]([C:25](=[O:26])[OH:27])[cH:28][cH:29][cH:30]3)[c:10]3[c:11]([n:12]2)[N:13]([c:16]2[cH:17][cH:18][n:19][cH:20][cH:21]2)[CH2:14][CH2:15]3)[CH2:5][CH2:6]1>>[O:1]1[CH2:2][CH2:3][N:4]([c:7]2[n:8][c:9](-[c:22]3[cH:23][c:24]([C:25](=[O:27])[NH:31][CH2:32][c:33]4[cH:34][cH:35][n:36][cH:37][cH:38]4)[cH:28][cH:29][cH:30]3)[c:10]3[c:11]([n:12]2)[N:13]([c:16]2[cH:17][cH:18][n:19][cH:20][cH:21]2)[CH2:14][CH2:15]3)[CH2:5][CH2:6]1. Reactants: NCc1ccncc1, O=C(O)c1cccc(-c2nc(N3CCOCC3)nc3c2CCN3c2ccncc2)c1.